Dataset: the Open Reaction Database (ORD), a public repository of structured organic reaction records. Task: describe an organic reaction: reactants, conditions, products, and yield Reactants: C(C)(C)(C)OC(CN1C(=NC=C1)[N+](=O)[O-])=O (tert-butyl-(2-nitro-imidazol-1-yl)acetate). Run in C(=O)(C(F)(F)F)O (TFA), O (water), C1(=CC=CC=C1)SC (thioanisole). Yields the product [N+](=O)([O-])C=1N(C=CN1)CC(=O)O ((2-nitro-imidazol-1-yl)acetic acid). As a reaction SMILES: C([O:5][C:6](=[O:16])[CH2:7][N:8]1[CH:12]=[CH:11][N:10]=[C:9]1[N+:13]([O-:15])=[O:14])(C)(C)C>C(O)(C(F)(F)F)=O.O.C1(SC)C=CC=CC=1>[N+:13]([C:9]1[N:8]([CH2:7][C:6]([OH:16])=[O:5])[CH:12]=[CH:11][N:10]=1)([O-:15])=[O:14]. Procedure: Compound 2 (2.5 g) is dissolved in 20 mL of a cocktail of TFA, water, thioanisole 95-2.5-2.5 and stirred at room temperature for one night. The mixture is then concentrated under vacuum and co-evaporated several times with diethyl ether until formation of a powder. After filtration, the precipitate is washed with dichloromethane and acetonitrile to give quantitatively the expected product. Mp 143° C. (decomposition); 1H NMR (DMSO-d6, 400 MHz) δ 5.21 (s, 2H), 7.21 (d, 1H, J=1.01 Hz), 7.64 (d, 1H,... Reactants: C(C=C)C1=CC=CC=2N(C(=NC21)COC2=CC=C(C=C2)Cl)CCCC2CCNCC2 (4-(prop-2-enyl)-2-[(4-chlorophenoxy)methyl]-1-[3-(piperidin-4-yl)propyl]benzimidazole), C([O-])([O-])=O.[K+].[K+] (potassium carbonate), [I-].[K+] (potassium iodide), N1(CCCCC1)CCCCl (3-(piperidin-1-yl)propyl chloride). Run in CN(C=O)C (N,N-dimethylformamide). Reaction conditions: temperature 100 celsius. Yields the product C(C=C)C1=CC=CC=2N(C(=NC21)COC2=CC=C(C=C2)Cl)CCCC2CCN(CC2)CCCN2CCCCC2 (4-(prop-2-enyl)-2-[(4-chlorophenoxy)methyl]-1-[3-[1-[3-(piperidin-1-yl)propyl]piperidin-4-yl]propyl]benzimidazole). As a reaction SMILES: [CH2:1]([C:4]1[C:12]2[N:11]=[C:10]([CH2:13][O:14][C:15]3[CH:20]=[CH:19][C:18]([Cl:21])=[CH:17][CH:16]=3)[N:9]([CH2:22][CH2:23][CH2:24][CH:25]3[CH2:30][CH2:29][NH:28][CH2:27][CH2:26]3)[C:8]=2[CH:7]=[CH:6][CH:5]=1)[CH:2]=[CH2:3].C(=O)([O-])[O-].[K+].[K+].[I-].[K+].[N:39]1([CH2:45][CH2:46][CH2:47]Cl)[CH2:44][CH2:43][CH2:42][CH2:41][CH2:40]1>CN(C)C=O>[CH2:1]([C:4]1[C:12]2[N:11]=[C:10]([CH2:13][O:14][C:15]3[CH:20]=[CH:19][C:18]([Cl:21])=[CH:17][CH:16]=3)[N:9]([CH2:22][CH2:23][CH2:24][CH:25]3[CH2:26][CH2:27][N:28]([CH2:47][CH2:46][CH2:45][N:39]4[CH2:44][CH2:43][CH2:42][CH2:41][CH2:40]4)[CH2:29][CH2:30]3)[C:8]=2[CH:7]=[CH:6][CH:5]=1)[CH:2]=[CH2:3] |f:1.2.3,4.5|. Procedure details: In a 25 ml round bottom flask, under a nitrogen atmosphere, were added 4-(prop-2-enyl)-2-[(4-chlorophenoxy)methyl]-1-[3-(piperidin-4-yl)propyl]benzimidazole (69.9 mg, 0.13 mmol), potassium carbonate (161.9 mg, 1.17 mmol), potassium iodide (21.6 mg, 0.13 mmol), 3-(piperidin-1-yl)propyl chloride (33.52 mg, 0.17 mmol) and N,N-dimethylformamide (3 ml). The resulting mixture was heated to 100° C. and maintained at this temperature. The progress of the reaction was monitored by thin layer chromatograp... The reactants are C1COCCOC2=CC=CC=C2OCCOCCO1 (benzo 15-crown-5 ether), FC(C(=O)O)(F)F (trifluoroacetic acid). Product: C1COCCOC2=C(C=C(C=C2)C=O)OCCOCCO1 (4'-formylbenzo-15-crown-5-ether). As a reaction SMILES: [CH2:1]1[O:19][CH2:18][CH2:17][O:16][CH2:15][CH2:14][O:13][C:12]2[C:7](=[CH:8][CH:9]=[CH:10][CH:11]=2)[O:6][CH2:5][CH2:4][O:3][CH2:2]1.FC(F)(F)[C:22](O)=[O:23]>>[CH2:1]1[O:19][CH2:18][CH2:17][O:16][CH2:15][CH2:14][O:13][C:12]2[CH:11]=[C:10]([CH:22]=[O:23])[CH:9]=[CH:8][C:7]=2[O:6][CH2:5][CH2:4][O:3][CH2:2]1. Procedure: A solution of hexamethylenetretramine (1.87 mmol, 0.27 g) in trifluoroacetic acid (1.4 cm3) was added to benzo 15-crown-5 ether (1.87 mmol, 0.5 g) under nitrogen; the mixture was heated to reflux for 12 hours.